Dataset: the Open Reaction Database (ORD), a public repository of structured organic reaction records. Task: describe an organic reaction: reactants, conditions, products, and yield Reactants: O=C([O-])[O-], CCCCCCCNC(=O)N(C)c1cccc(-c2ccc(CCC(=O)OC)cc2O)c1, CCC(C)=O, Fc1cccc(CBr)c1, [K+], [K+]. Product: CCCCCCCNC(=O)N(C)c1cccc(-c2ccc(CCC(=O)OC)cc2OCc2cccc(F)c2)c1. RXN SMILES: [C:41](=[O:42])([O-:43])[O-:44].[CH2:10]([CH2:11][CH2:12][CH2:13][CH2:14][CH2:15][CH3:16])[NH:17][C:18]([N:19]([CH3:20])[c:21]1[cH:22][c:23](-[c:27]2[c:28]([OH:39])[cH:29][c:30]([CH2:33][CH2:34][C:35](=[O:36])[O:37][CH3:38])[cH:31][cH:32]2)[cH:24][cH:25][cH:26]1)=[O:40].[CH2:47]([C:48]([CH3:49])=[O:50])[CH3:51].[F:1][c:2]1[cH:3][c:4]([CH2:5][Br:6])[cH:7][cH:8][cH:9]1.[K+:45].[K+:46]>>[F:1][c:2]1[cH:3][c:4]([CH2:5][O:39][c:28]2[c:27](-[c:23]3[cH:22][c:21]([N:19]([C:18]([NH:17][CH2:10][CH2:11][CH2:12][CH2:13][CH2:14][CH2:15][CH3:16])=[O:40])[CH3:20])[cH:26][cH:25][cH:24]3)[cH:32][cH:31][c:30]([CH2:33][CH2:34][C:35](=[O:36])[O:37][CH3:38])[cH:29]2)[cH:7][cH:8][cH:9]1. Starting materials: CC#N, CCN(C(C)C)C(C)C, Clc1ncccn1, OC1CCNCC1. The product is OC1CCN(c2ncccn2)CC1. Reaction SMILES: [CH3:24][C:25]#[N:26].[CH:15]([N:16]([CH:17]([CH3:18])[CH3:19])[CH2:20][CH3:21])([CH3:22])[CH3:23].[Cl:8][c:9]1[n:10][cH:11][cH:12][cH:13][n:14]1.[OH:1][CH:2]1[CH2:3][CH2:4][NH:5][CH2:6][CH2:7]1>>[OH:1][CH:2]1[CH2:3][CH2:4][N:5]([c:9]2[n:10][cH:11][cH:12][cH:13][n:14]2)[CH2:6][CH2:7]1. Reactants: CC1=CC(CCC1)C (1,3-dimethylcyclohexene), Cl[SiH](Cl)Cl (trichlorosilane), N(=NC1(CCCCC1)C#N)C1(CCCCC1)C#N (1,1'-azobis(cydohexane-1-carbonitrile)). The product is CC1CC(CC(C1)[Si](Cl)(Cl)Cl)C (2,6-dimethyl-4-cyciohexyltrichlorosilane). Yield: 80.0%. Reaction SMILES: [CH3:1][C:2]1[CH2:7][CH2:6][CH2:5][CH:4]([CH3:8])[CH:3]=1.[Cl:9][SiH:10]([Cl:12])[Cl:11].N(C1(C#N)CCCCC1)=NC1(C#N)CCCCC1>>[CH3:1][CH:2]1[CH2:7][CH:6]([Si:10]([Cl:12])([Cl:11])[Cl:9])[CH2:5][CH:4]([CH3:8])[CH2:3]1. Reported procedure: A one-liter autoclave equipped with a stirrer was charged in a nitrogen atmosphere with 39 grams (0.35 mol) of 1,3-dimethylcyclohexene, 94 grams (0.69 mol) of trichlorosilane and 18 grams (74 mmol) of 1,1'-azobis(cydohexane-1-carbonitrile) and the mixture was reacted at a temperature of 130° C. for 3 days. The resulting reaction mixture was purified by distillation thereby obtaining 69 grams (0.28 mol) of 2,6-dimethyl-4-cyciohexyltrichlorosilane, The structure of the resulting product was Identi... Reactants: C(CCCCCCCCC)N1C(C2(CC(C1=O)C2)C2=CC=C(C=C2)[N+](=O)[O-])=O (3-n-decyl-1-(4-nitrophenyl)-3-azabicyclo[3.1.1]heptane-2,4-dione), C(C)(=O)OCC.CCCCCC (ethyl acetate hexane). Reagents/catalysts: [Pd] (palladium-on-carbon). Solvent: COCCO (2-methoxyethanol). Yields the product NC1=CC=C(C=C1)C12C(N(C(C(C1)C2)=O)CCCCCCCCCC)=O (1-(4-aminophenyl)-3-n-decyl-3-azabicyclo[3.1.1]heptane-2,4-dione). Reaction SMILES: [CH2:1]([N:11]1[C:16](=[O:17])[CH:15]2[CH2:18][C:13]([C:19]3[CH:24]=[CH:23][C:22]([N+:25]([O-])=O)=[CH:21][CH:20]=3)([CH2:14]2)[C:12]1=[O:28])[CH2:2][CH2:3][CH2:4][CH2:5][CH2:6][CH2:7][CH2:8][CH2:9][CH3:10].C(OCC)(=O)C.CCCCCC>COCCO.[Pd]>[NH2:25][C:22]1[CH:21]=[CH:20][C:19]([C:13]23[CH2:14][CH:15]([CH2:18]2)[C:16](=[O:17])[N:11]([CH2:1][CH2:2][CH2:3][CH2:4][CH2:5][CH2:6][CH2:7][CH2:8][CH2:9][CH3:10])[C:12]3=[O:28])=[CH:24][CH:23]=1 |f:1.2|. Procedure: In a manner analogous to that described in Example 1a, 6.0 g of 3-n-decyl-1-(4-nitrophenyl)-3-azabicyclo[3.1.1]heptane-2,4-dione are dissolved in 120 ml of 2-methoxyethanol, hydrogenated in the presence of 0.6 g of 5% palladium-on-carbon and worked up. Melting point 81.5°-82.5° (from ethyl acetate/hexane). Procedure details: A mixture of 2-(4-octyloxy-phenyl)-morpholine (1.04 g; 3.6 mmol), diethyl (3-bromopropyl)phosphonate (0.82 mL; 4.3 mmol), NaI (0.11 g; 0.7 mmol), and K2CO3 (0.99 g; 7.1 mmol) in CH3CN (10 mL) was heated under reflux for 2 hours. After cooling to RT the mixture was partitioned between 5% aqueous NaHCO3 solution and Et2O. The organic layer was dried (Na2SO4), filtered and concentrated in vacuo. The residue was purified by column chromatography (SiO2, EtOAc: MeOH 90:10) to afford {2-[2-(4-octyloxy-... Run in CC#N (CH3CN). Starting materials: C(CCCCCCC)OC1=CC=C(C=C1)C1CNCCO1 (2-(4-octyloxy-phenyl)-morpholine), BrCCCP(OCC)(OCC)=O (diethyl (3-bromopropyl)phosphonate), [Na+].[I-] (NaI), C(=O)([O-])[O-].[K+].[K+] (K2CO3). The yield is 66.8%. Reaction SMILES: [CH2:1]([O:9][C:10]1[CH:15]=[CH:14][C:13]([CH:16]2[O:21][CH2:20][CH2:19][NH:18][CH2:17]2)=[CH:12][CH:11]=1)[CH2:2][CH2:3][CH2:4][CH2:5][CH2:6][CH2:7][CH3:8].Br[CH2:23][CH2:24][CH2:25][P:26](=[O:33])([O:30][CH2:31][CH3:32])[O:27][CH2:28][CH3:29].[Na+].[I-].C([O-])([O-])=O.[K+].[K+]>CC#N>[CH2:31]([O:30][P:26]([CH2:25][CH:24]([N:18]1[CH2:19][CH2:20][O:21][CH:16]([C:13]2[CH:12]=[CH:11][C:10]([O:9][CH2:1][CH2:2][CH2:3][CH2:4][CH2:5][CH2:6][CH2:7][CH3:8])=[CH:15][CH:14]=2)[CH2:17]1)[CH3:23])(=[O:33])[O:27][CH2:28][CH3:29])[CH3:32] |f:2.3,4.5.6|. Yields the product C(C)OP(OCC)(=O)CC(C)N1CC(OCC1)C1=CC=C(C=C1)OCCCCCCCC ({2-[2-(4-octyloxy-phenyl)morpholin-4-yl]-propyl}-phosphonic acid diethyl ester).